From a dataset of the Open Reaction Database (ORD), a public repository of structured organic reaction records. describe an organic reaction: reactants, conditions, products, and yield Starting materials: Cl (hydrochloric acid), ClCCCCC#C (6-chloro-1-hexyne), FC(CCS(=O)(=O)CC(=O)OC)(F)F (methyl (3,3,3-trifluoropropylsulfonyl)acetate), [H-].[Na+] (sodium hydride). Run in CS(=O)C (dimethyl sulfoxide). Conditions: temperature 60 celsius, time 2 hour. The product is FC(CCS(=O)(=O)C(C(=O)OC)CCCCC#C)(F)F (methyl 2-(3,3,3-trifluoropropylsulfonyl)-7-octynoate). Yield: 55.9%. As a reaction SMILES: Cl[CH2:2][CH2:3][CH2:4][CH2:5][C:6]#[CH:7].[F:8][C:9]([F:21])([F:20])[CH2:10][CH2:11][S:12]([CH2:15][C:16]([O:18][CH3:19])=[O:17])(=[O:14])=[O:13].[H-].[Na+].Cl>CS(C)=O>[F:21][C:9]([F:8])([F:20])[CH2:10][CH2:11][S:12]([CH:15]([CH2:7][CH2:6][CH2:5][CH2:4][C:3]#[CH:2])[C:16]([O:18][CH3:19])=[O:17])(=[O:13])=[O:14] |f:2.3|. Reported procedure: To a solution of 1.0 g of 6-chloro-1-hexyne and 2.0 g of methyl (3,3,3-trifluoropropylsulfonyl)acetate in 50 ml of dimethyl sulfoxide, 0.3 g of sodium hydride (60% in oil) was added at room temperature. The mixture was stirred at room temperature for 12 hours, at 60° C. for 2 hours and then at 90° C. for 10 hours. The reaction mixture was allowed to stand near room temperature, and 10% hydrochloric acid was added thereto, followed by extraction with ethyl acetate. The organic layer was washed wi...